Dataset: the Open Reaction Database (ORD), a public repository of structured organic reaction records. Task: describe an organic reaction: reactants, conditions, products, and yield Reactants: CC(C)(C)OC(=O)NCCNc1ccn2c(=O)c(C(=O)NC(CC(=O)O)c3ccccc3)ccc2c1, ClCCl, O=C(O)C(F)(F)F. Product: NCCNc1ccn2c(=O)c(C(=O)NC(CC(=O)O)c3ccccc3)ccc2c1. RXN SMILES: [C:1]([O:2][C:3](=[O:4])[NH:8][CH2:9][CH2:10][NH:11][c:12]1[cH:13][cH:14][n:15]2[c:16](=[O:36])[c:17]([C:22](=[O:23])[NH:24][CH:25]([CH2:26][C:27](=[O:28])[OH:29])[c:30]3[cH:31][cH:32][cH:33][cH:34][cH:35]3)[cH:18][cH:19][c:20]2[cH:21]1)([CH3:5])([CH3:6])[CH3:7].[Cl:44][CH2:45][Cl:46].[OH:37][C:38]([C:39]([F:40])([F:41])[F:42])=[O:43]>>[NH2:8][CH2:9][CH2:10][NH:11][c:12]1[cH:13][cH:14][n:15]2[c:16](=[O:36])[c:17]([C:22](=[O:23])[NH:24][CH:25]([CH2:26][C:27](=[O:28])[OH:29])[c:30]3[cH:31][cH:32][cH:33][cH:34][cH:35]3)[cH:18][cH:19][c:20]2[cH:21]1.